From a dataset of the Open Reaction Database (ORD), a public repository of structured organic reaction records. describe an organic reaction: reactants, conditions, products, and yield Starting materials: C(C)OC(CCN1CCC2=NC=3C=CC=CC3C(=C2CC1)C)=O (3-[1,2,4,5-tetrahydro-11-methyl-3H-azepino[4,5-b]quinoline-3-yl]propionic acid ethyl ester), Cl (hydrochloric acid). The product is Cl.Cl.CC1=C2C(=NC=3C=CC=CC13)CCN(CC2)CCC(=O)O (3-[1,2,4,5-Tetrahydro-11-methyl-3H-azepino[4,5-b]quinoline-3-yl]propionic acid dihydrochloride). Yield: 76.0%. RXN SMILES: C([O:3][C:4](=[O:23])[CH2:5][CH2:6][N:7]1[CH2:21][CH2:20][C:19]2[C:10](=[N:11][C:12]3[CH:13]=[CH:14][CH:15]=[CH:16][C:17]=3[C:18]=2[CH3:22])[CH2:9][CH2:8]1)C.[ClH:24]>>[ClH:24].[ClH:24].[CH3:22][C:18]1[C:17]2[CH:16]=[CH:15][CH:14]=[CH:13][C:12]=2[N:11]=[C:10]2[CH2:9][CH2:8][N:7]([CH2:6][CH2:5][C:4]([OH:23])=[O:3])[CH2:21][CH2:20][C:19]=12 |f:2.3.4|. Procedure details: 3-[1,2,4,5-Tetrahydro-11-methyl-3H-azepino[4,5-b]quinoline-3-yl]propionic acid dihydrochloride was prepared by hydrolysis of 3-[1,2,4,5-tetrahydro-11-methyl-3H-azepino[4,5-b]quinoline-3-yl]propionic acid ethyl ester with 2 N hydrochloric acid at reflux temperature. Starting materials: BrC=1C=C2C=CC(=C(C2=CC1)Cl)OCC#N (2-[(6-bromo-1-chloro-2-naphthyl)oxy]acetonitrile), C([O-])([O-])=O.[K+].[K+] (potassium carbonate), O1C(=CC2=C1C=CC=C2)B(O)O (2-benzofuranboronic acid), ClCCl (dichloromethane). Run in O1CCOCC1 (dioxane), O (water). Yields the product O1C(=CC2=C1C=CC=C2)C=2C=C1C=CC(=C(C1=CC2)Cl)OCC#N (2-{[6-(1-benzofuran-2-yl)-1-chloro-2-naphthyl]oxy}acetonitrile). The yield is 55.7%. Reaction SMILES: Br[C:2]1[CH:3]=[C:4]2[C:9](=[CH:10][CH:11]=1)[C:8]([Cl:12])=[C:7]([O:13][CH2:14][C:15]#[N:16])[CH:6]=[CH:5]2.[O:17]1[C:21]2[CH:22]=[CH:23][CH:24]=[CH:25][C:20]=2[CH:19]=[C:18]1B(O)O.ClCCl.C(=O)([O-])[O-].[K+].[K+]>O1CCOCC1.O>[O:17]1[C:21]2[CH:22]=[CH:23][CH:24]=[CH:25][C:20]=2[CH:19]=[C:18]1[C:2]1[CH:3]=[C:4]2[C:9](=[CH:10][CH:11]=1)[C:8]([Cl:12])=[C:7]([O:13][CH2:14][C:15]#[N:16])[CH:6]=[CH:5]2 |f:3.4.5|. Procedure: Following the procedure described in Step 1 of Example 1, 2-[(6-bromo-1-chloro-2-naphthyl)oxy]acetonitrile (9.7, 33 mmol) was coupled to 2-benzofuranboronic acid (6.35 g, 39 mmol), in the presence of[1,1′-bis(diphenylphosphino)ferrocene] dichloropalladium (II) complex with dichloromethane (1:1) (1.40 g, 1.71 mmol) and potassium carbonate (9.13 g, 66.1 mmol) in dioxane (330 mL) and water (3.3 mL). Purification by flash chromatography using 5-30% ethyl acetate in hexane and 7.5-50% ethyl acetate i...